This data is from the Open Reaction Database (ORD), a public repository of structured organic reaction records. The task is: describe an organic reaction: reactants, conditions, products, and yield Starting materials: CCOC(=O)C1CC1C(=O)c1c[nH]c2ccc(F)cc12, CCO, [Na+], [OH-]. Yields the product O=C(O)C1CC1C(=O)c1c[nH]c2ccc(F)cc12. Reaction SMILES: [CH2:1]([CH3:2])[O:3][C:4](=[O:5])[CH:6]1[CH:7]([C:9](=[O:10])[c:11]2[cH:12][nH:13][c:14]3[cH:15][cH:16][c:17]([F:20])[cH:18][c:19]23)[CH2:8]1.[CH3:23][CH2:24][OH:25].[Na+:22].[OH-:21]>>[O:3]=[C:4]([OH:5])[CH:6]1[CH:7]([C:9](=[O:10])[c:11]2[cH:12][nH:13][c:14]3[cH:15][cH:16][c:17]([F:20])[cH:18][c:19]23)[CH2:8]1.